This data is from the Open Reaction Database (ORD), a public repository of structured organic reaction records. The task is: describe an organic reaction: reactants, conditions, products, and yield Reaction conditions: temperature -65 celsius. The solvent is C(C)N(CC)CC (triethylamine), C(Cl)Cl (methylene chloride). As a reaction SMILES: N[C:2]1[CH:3]=[C:4]([CH:10]2CCC[N:12](C(=O)C(F)(F)F)[CH2:11]2)[CH:5]=[CH:6][C:7]=1OC.CCC([O:26]CC)=S.ClOC(C)(C)C.Cl>C(N(CC)CC)C.C(Cl)Cl>[N:12]1[C:11](=[O:26])[CH:10]=[C:4]2[C:5]=1[CH:6]=[CH:7][CH:2]=[CH:3]2. Yields the product N=1C(C=C2C=CC=CC12)=O (2H-indol-2-one). Reported procedure: 604 mg of 3-(3-amino-4-methoxyphenyl)-1-trifluoroacetyl piperidine were added with stirring under an inert atmosphere to 20 ml of methylene chloride and 0.26 ml of ethyl methylthioacetate cooled to -65° C., and then 0.24 ml of tert-butyl hypochlorite were added over 5 minutes. After stirring for an hour, 0.29 ml of triethylamine were added dropwise and the temperature was allowed to return to ambient. 5 ml of aqueous 2N hydrochloric acid were added and the mixture was stirred for an hour. The de... Reactants: NC=1C=C(C=CC1OC)C1CN(CCC1)C(C(F)(F)F)=O (3-(3-amino-4-methoxyphenyl)-1-trifluoroacetyl piperidine), Cl (hydrochloric acid), ClOC(C)(C)C (tert-butyl hypochlorite), CCC(=S)OCC (ethyl methylthioacetate). The reactants are C([O-])([O-])=O.[Cs+].[Cs+] (Cesium carbonate), O1C(CCCC1)OCCN1N=CC(=C1)B1OC(C(O1)(C)C)(C)C (1-(2-(tetrahydro-2H-pyran-2-yloxy)ethyl)-4-(4,4,5,5-tetramethyl-1,3,2-dioxaborolane-2-yl)-1H-pyrazole), BrC=1C=NC(=NC1)N1C[C@H](OCC1)CN1N=NC=2C1=NC(=CN2)C=2C=NN(C2)C ((S)-4-(5-bromopyrimidin-2-yl)-2-((6-(1-methyl-1H-pyrazol-4-yl)-1H-[1,2,3]triazolo[4,5-b]pyrazin-1-yl)methyl)morpholine). Reagents/catalysts: C1=CC=C(C=C1)P([C-]2C=CC=C2)C3=CC=CC=C3.C1=CC=C(C=C1)P([C-]2C=CC=C2)C3=CC=CC=C3.Cl[Pd]Cl.[Fe+2] (PdCl2(dppf)2). Run in O (water), COCOC (dimethoxymethane). Reaction conditions: temperature 80 celsius, time 4 hour. Product: CN1N=CC(=C1)C1=CN=C2C(=N1)N(N=N2)C[C@@H]2CN(CCO2)C2=NC=C(C=N2)C=2C=NN(C2)CCOC2OCCCC2 ((2S)-2-((6-(1-methyl-1H-pyrazol-4-yl)-1H-[1,2,3]triazolo[4,5-b]pyrazin-1-yl)methyl)-4-(5-(1-(2-(tetrahydro-2H-pyran-2-yloxy)ethyl)-1H-pyrazol-4-yl)pyrimidin-2-yl)morpholine). The yield is 76.7%. As a reaction SMILES: Br[C:2]1[CH:3]=[N:4][C:5]([N:8]2[CH2:13][CH2:12][O:11][C@H:10]([CH2:14][N:15]3[C:19]4=[N:20][C:21]([C:24]5[CH:25]=[N:26][N:27]([CH3:29])[CH:28]=5)=[CH:22][N:23]=[C:18]4[N:17]=[N:16]3)[CH2:9]2)=[N:6][CH:7]=1.[O:30]1[CH2:35][CH2:34][CH2:33][CH2:32][CH:31]1[O:36][CH2:37][CH2:38][N:39]1[CH:43]=[C:42](B2OC(C)(C)C(C)(C)O2)[CH:41]=[N:40]1.C(=O)([O-])[O-].[Cs+].[Cs+]>COCOC.O.C1C=CC(P(C2C=CC=CC=2)[C-]2C=CC=C2)=CC=1.C1C=CC(P(C2C=CC=CC=2)[C-]2C=CC=C2)=CC=1.Cl[Pd]Cl.[Fe+2]>[CH3:29][N:27]1[CH:28]=[C:24]([C:21]2[N:20]=[C:19]3[N:15]([CH2:14][C@H:10]4[O:11][CH2:12][CH2:13][N:8]([C:5]5[N:4]=[CH:3][C:2]([C:42]6[CH:41]=[N:40][N:39]([CH2:38][CH2:37][O:36][CH:31]7[CH2:32][CH2:33][CH2:34][CH2:35][O:30]7)[CH:43]=6)=[CH:7][N:6]=5)[CH2:9]4)[N:16]=[N:17][C:18]3=[N:23][CH:22]=2)[CH:25]=[N:26]1 |f:2.3.4,7.8.9.10|. Reported procedure: (S)-4-(5-bromopyrimidin-2-yl)-2-((6-(1-methyl-1H-pyrazol-4-yl)-1H-[1,2,3]triazolo[4,5-b]pyrazin-1-yl)methyl)morpholine 300 mg (0.66 mmol) was dissolved in dimethoxymethane 12 ml, and 1-(2-(tetrahydro-2H-pyran-2-yloxy)ethyl)-4-(4,4,5,5-tetramethyl-1,3,2-dioxaborolane-2-yl)-1H-pyrazole 450 mg (1.39 mmol) was added. Cesium carbonate 641 mg (1.97 mmol) was dissolved in distilled water 3 ml, which was then added to the reaction solution. PdCl2(dppf)2 27 mg (0.03 mmol) was added, and the mixture was p... Yields the product C(C)(=O)O[C@@H]1C(N(C(=C(S[C@H]1C1=CC=C(C=C1)OC)C1=CC=CC=C1)C)CCN(C)C)=O (trans-rac.-6-(acetyloxy)-6,7-dihydro-7-(4-methoxyphenyl)-3-methyl-4-[2-(dimethylamino)-ethyl]-2-phenyl-1,4-thiazepin-5(4H)-one). Reactants: CN(C)CCCl (dimethylaminoethyl chloride), C(C)(=O)O[C@@H]1C(NC(=C(S[C@H]1C1=CC=C(C=C1)OC)C1=CC=CC=C1)C)=O (trans-rac.-6-(acetyl-oxy)-6,7-dihydro-7-(4-methoxyphenyl)-3-methyl-2-phenyl-1,4-thiazepin-5(4H)-one), C([O-])([O-])=O.[K+].[K+] (potassium carbonate), CN(CCCl)C (2-dimethylaminoethyl chloride). As a reaction SMILES: [C:1]([O:4][C@H:5]1[C@H:11]([C:12]2[CH:17]=[CH:16][C:15]([O:18][CH3:19])=[CH:14][CH:13]=2)[S:10][C:9]([C:20]2[CH:25]=[CH:24][CH:23]=[CH:22][CH:21]=2)=[C:8]([CH3:26])[NH:7][C:6]1=[O:27])(=[O:3])[CH3:2].C(=O)([O-])[O-].[K+].[K+].[CH3:34][N:35]([CH3:39])[CH2:36][CH2:37]Cl>C(OCC)(=O)C.O>[C:1]([O:4][C@H:5]1[C@H:11]([C:12]2[CH:13]=[CH:14][C:15]([O:18][CH3:19])=[CH:16][CH:17]=2)[S:10][C:9]([C:20]2[CH:25]=[CH:24][CH:23]=[CH:22][CH:21]=2)=[C:8]([CH3:26])[N:7]([CH2:37][CH2:36][N:35]([CH3:39])[CH3:34])[C:6]1=[O:27])(=[O:3])[CH3:2] |f:1.2.3|. Solvent: C(C)(=O)OCC (ethyl acetate), O (water). Procedure: A mixture of 2.3 g (0.006 mol) of trans-rac.-6-(acetyl-oxy)-6,7-dihydro-7-(4-methoxyphenyl)-3-methyl-2-phenyl-1,4-thiazepin-5(4H)-one, 1.0 g (0.0072 mol) of powdered potassium carbonate, and 0.8 g (0.0066 mol) of 2-dimethylaminoethyl chloride in 50 ml of ethyl acetate was stirred and heated at reflux for 2 hours, then twice an additional 0.3 g of dimethylaminoethyl chloride was added at 2 hour intervals. The mixture was heated at reflux for a total of 2 hours, then cooled to room temperature and... Isolated yield 62.3%.